Task: describe an organic reaction: reactants, conditions, products, and yield. Dataset: the Open Reaction Database (ORD), a public repository of structured organic reaction records The yield is 73.0%. Run at time 16 hour. Solvent: C(Cl)Cl (methylene chloride), N1=CC=CC=C1 (pyridine), C(C)N(CC)CC (triethylamine). The product is CC1(C(=NN(C1)C1=CC=CC=C1)OC(N(C)C)=O)C (4,4-dimethyl-3-(N,N-dimethylcarbamoyloxy)-1-phenyl-2-pyrazoline). The reactants are CC1(C(NN(C1)C1=CC=CC=C1)=O)C (4,4-dimethyl-1-phenyl-3-pyrazolidinone), CN(C(=O)Cl)C (N,N-dimethylcarbamoyl chloride). Procedure: To a solution of 4,4-dimethyl-1-phenyl-3-pyrazolidinone (1.90 g) in a mixture of 25 mL pyridine and 4 mL triethylamine at 0° C. is added N,N-dimethylcarbamoyl chloride (1.37 mL). The reaction mixture is stirred at room temperature for 16 hours. The reaction mixture is diluted with methylene chloride (100 mL) and washed with 10% aqueous hydrochloric acid (200 mL). The organic layer is dried (MgSO4), filtered and evaporated. Chromatography on silica gel gave a light yellow solid. Recrystallization... As a reaction SMILES: [CH3:1][C:2]1([CH3:14])[CH2:6][N:5]([C:7]2[CH:12]=[CH:11][CH:10]=[CH:9][CH:8]=2)[NH:4][C:3]1=[O:13].[CH3:15][N:16]([CH3:20])[C:17](Cl)=[O:18]>N1C=CC=CC=1.C(N(CC)CC)C.C(Cl)Cl>[CH3:1][C:2]1([CH3:14])[CH2:6][N:5]([C:7]2[CH:8]=[CH:9][CH:10]=[CH:11][CH:12]=2)[N:4]=[C:3]1[O:13][C:17](=[O:18])[N:16]([CH3:20])[CH3:15]. Starting materials: OC1(C(F)(F)F)CCC1, NS(=O)(=O)Oc1ccccc1. Yields the product NS(=O)(=O)OC1(C(F)(F)F)CCC1. RXN SMILES: [F:12][C:13]([C:14]1([OH:18])[CH2:15][CH2:16][CH2:17]1)([F:19])[F:20].[c:1]1([O:7][S:8](=[O:2])([NH2:9])=[O:10])[cH:3][cH:4][cH:5][cH:6][cH:11]1>>[O:7]=[S:8]([NH2:9])(=[O:10])[O:18][C:14]1([C:13]([F:12])([F:19])[F:20])[CH2:15][CH2:16][CH2:17]1. The reactants are C1(=CC=C(C=C1)S(=O)(=O)N1C=CC2=C1N=CC=C2C#N)C (1-(toluene-4-sulfonyl)-1H-pyrrolo[2,3-b]pyridine-4-carbonitrile), II (iodine), C(C)(C)NC(C)C (diisopropylamine), C(CCC)[Li] (n-butyllithium). The solvent is O1CCCC1 (tetrahydrofuran), O1CCCC1 (tetrahydrofuran), O1CCCC1 (tetrahydrofuran), hexanes, O (water). Reaction conditions: time 20 minute. Product: IC1=CC2=C(N=CC=C2C#N)N1S(=O)(=O)C1=CC=C(C=C1)C (2-Iodo-1-(toluene-4-sulfonyl)-1H-pyrrolo[2,3-b]pyridine-4-carbonitrile). Yield: 48.6%. RXN SMILES: C(NC(C)C)(C)C.C([Li])CCC.[C:13]1([CH3:33])[CH:18]=[CH:17][C:16]([S:19]([N:22]2[C:26]3[N:27]=[CH:28][CH:29]=[C:30]([C:31]#[N:32])[C:25]=3[CH:24]=[CH:23]2)(=[O:21])=[O:20])=[CH:15][CH:14]=1.[I:34]I>O1CCCC1.O>[I:34][C:23]1[N:22]([S:19]([C:16]2[CH:15]=[CH:14][C:13]([CH3:33])=[CH:18][CH:17]=2)(=[O:21])=[O:20])[C:26]2[N:27]=[CH:28][CH:29]=[C:30]([C:31]#[N:32])[C:25]=2[CH:24]=1. Procedure details: A stirred solution of diisopropylamine (0.38 mL) in tetrahydrofuran (7 mL), at −70° C. and under nitrogen, was treated with a solution of n-butyllithium in hexanes (1.06 mL, 2.5M) over 5 minutes, whilst maintaining the temperature below −65° C. After stirring for 20 minutes the mixture was added, at −70° C., to a solution of 1-(toluene-4-sulfonyl)-1H-pyrrolo[2,3-b]pyridine-4-carbonitrile (0.65 g, Reference Example 63) in tetrahydrofuran (15 mL) and stirred at −70° C. for 45 minutes. A solution o... RXN SMILES: Cl[C:2]1[C:7]([C:8]([O:10][CH2:11][CH3:12])=[O:9])=[CH:6][N:5]=[C:4]([C:13]2[CH:18]=[CH:17][CH:16]=[CH:15][CH:14]=2)[N:3]=1.[NH2:19][CH2:20][C:21]([OH:23])=[O:22].CN(C)C>C(O)C>[CH2:11]([O:10][C:8]([C:7]1[C:2]([NH:19][CH2:20][C:21]([OH:23])=[O:22])=[N:3][C:4]([C:13]2[CH:18]=[CH:17][CH:16]=[CH:15][CH:14]=2)=[N:5][CH:6]=1)=[O:9])[CH3:12]. Procedure details: A mixture of ethyl 4-chloro-2-phenylpyrimidine-5-carboxylate (21 g), glycine (6.6 g), trimethylamine (17.8 g) and ethanol (200 ml) is refluxed for four hours. The reaction mixture is concentrated under reduced pressure, and the residue is dissolved in water. To the mixture is added dropwise conc. hydrochloric acid under stirring at 0-5° C. until the value of the mixture is adjusted to pH 4. The precipitates are collected by filtration, and washed with water to give crude N-(5-ethoxycarbonyl-2-ph... Reaction conditions: temperature 2.5 celsius. Starting materials: ClC1=NC(=NC=C1C(=O)OCC)C1=CC=CC=C1 (ethyl 4-chloro-2-phenylpyrimidine-5-carboxylate), NCC(=O)O (glycine), CN(C)C (trimethylamine). The yield is 99.6%. Yields the product C(C)OC(=O)C=1C(=NC(=NC1)C1=CC=CC=C1)NCC(=O)O (N-(5-ethoxycarbonyl-2-phenyl-4-pyrimidinyl)glycine). Run in C(C)O (ethanol). Starting materials: Cl.ClC1=C(C=C(C=C1Cl)NC=1C2=C(N=CN1)SC1=C2CCNC1)O (2,3-Dichloro-5-(5,6,7,8-tetrahydropyrido[4′,3′:4,5]thieno[2,3-d]pyrimidin-4-ylamino)phenol hydrochloride), BrC/C=C/C(=O)O ((2E)-4-bromobut-2-enoic acid), C12CNCC(CC1)C2 (3-azabicyclo[3.2.1]-octane). Product: C12CN(CC(CC1)C2)C/C=C/C(=O)N2CC1=C(C3=C(N=CN=C3NC=3C=C(C(=C(C3)O)Cl)Cl)S1)CC2 (5-({7-[(2E)-4-(3-Azabicyclo[3.2.1]oct-3-yl)but-2-enoyl]-5,6,7,8-tetrahydropyrido[4′,3′:4,5]thieno[2,3-d]pyrimidin-4-yl}amino)-2,3-dichlorophenol). As a reaction SMILES: Cl.[Cl:2][C:3]1[C:8]([Cl:9])=[CH:7][C:6]([NH:10][C:11]2[C:12]3[C:19]4[CH2:20][CH2:21][NH:22][CH2:23][C:18]=4[S:17][C:13]=3[N:14]=[CH:15][N:16]=2)=[CH:5][C:4]=1[OH:24].Br[CH2:26]/[CH:27]=[CH:28]/[C:29]([OH:31])=O.[CH:32]12[CH2:39][CH:36]([CH2:37][CH2:38]1)[CH2:35][NH:34][CH2:33]2>>[CH:32]12[CH2:39][CH:36]([CH2:37][CH2:38]1)[CH2:35][N:34]([CH2:26]/[CH:27]=[CH:28]/[C:29]([N:22]1[CH2:21][CH2:20][C:19]3[C:12]4[C:11]([NH:10][C:6]5[CH:7]=[C:8]([Cl:9])[C:3]([Cl:2])=[C:4]([OH:24])[CH:5]=5)=[N:16][CH:15]=[N:14][C:13]=4[S:17][C:18]=3[CH2:23]1)=[O:31])[CH2:33]2 |f:0.1|. Procedure: The compound was synthesized in analogy to Example 147 from 2,3-dichloro-5-(5,6,7,8-tetrahydropyrido[4′,3′:4,5]thieno[2,3-d]pyrimidin-4-ylamino)phenol hydrochloride from Example 69A (100 mg, 0.25 mmol), (2E)-4-bromobut-2-enoic acid (61 mg, 0.37 mmol) and 3-azabicyclo[3.2.1]-octane (44 mg, 0.40 mmol) to yield 25 mg (19%). Run in CN(C=O)C (N,N-dimethylformamide). Reaction conditions: time 24 hour. The product is COC=1C=CC(=C(C(=O)OC)C1)OCC(=O)OC (5-methoxy-2-(2-methoxy-2-oxoethoxy) benzoic acid, methyl ester). Reaction SMILES: [OH:1][C:2]1[CH:11]=[CH:10][C:9]([O:12][CH3:13])=[CH:8][C:3]=1[C:4]([O:6][CH3:7])=[O:5].C(=O)([O-])[O-].[K+].[K+].Br[CH2:21][C:22]([O:24][CH3:25])=[O:23]>CN(C)C=O>[CH3:13][O:12][C:9]1[CH:10]=[CH:11][C:2]([O:1][CH2:21][C:22]([O:24][CH3:25])=[O:23])=[C:3]([CH:8]=1)[C:4]([O:6][CH3:7])=[O:5] |f:1.2.3|. The yield is 78.0%. Starting materials: ice water, OC1=C(C(=O)OC)C=C(C=C1)OC (2-hydroxy-5-methoxybenzoic acid, methyl ester), C([O-])([O-])=O.[K+].[K+] (potassium carbonate), BrCC(=O)OC (methyl bromoacetate). Reported procedure: A mixture of 50.0 g (0.27 mole) of 2-hydroxy-5-methoxybenzoic acid, methyl ester, 88.0 g (0.64 mole) of anhydrous potassium carbonate, and 25.4 ml (46.4 g, 0.30 mole) of methyl bromoacetate in 300 ml of N,N-dimethylformamide is stirred at room temperature for 24 hours. The reaction mixture is added to 1100 g of ice/water, stirred for 1 hour, and the precipitated crude product is filtered and washed with water. Recrystallization from aqueous methanol yields 54.7 g (78% yield) of analytically pure... Reactants: CCCO, Clc1ccncc1, NN, O. Product: Cl, NNc1ccncc1. Reaction SMILES: [CH2:11]([OH:12])[CH2:13][CH3:14].[Cl:1][c:2]1[cH:3][cH:4][n:5][cH:6][cH:7]1.[NH2:9][NH2:10].[OH2:8]>>[ClH:1].[c:2]1([NH:9][NH2:10])[cH:3][cH:4][n:5][cH:6][cH:7]1.